This data is from the Open Reaction Database (ORD), a public repository of structured organic reaction records. The task is: describe an organic reaction: reactants, conditions, products, and yield As a reaction SMILES: [CH2:36]([OH:37])[CH2:38][CH2:39][CH3:40].[NH2:1][c:2]1[n:3][c:4]([Cl:16])[n:5][c:6]2[cH:7][c:8]([O:14][CH3:15])[c:9]([O:12][CH3:13])[cH:10][c:11]12.[O:17]1[CH:18]([C:27](=[O:28])[N:29]2[CH2:30][CH2:31][NH:32][CH2:33][CH2:34][CH2:35]2)[CH2:19][O:20][c:21]2[c:22]1[cH:23][cH:24][cH:25][cH:26]2>>[ClH:16].[NH2:1][c:2]1[n:3][c:4]([N:32]2[CH2:31][CH2:30][N:29]([C:27]([CH:18]3[O:17][c:22]4[c:21]([cH:26][cH:25][cH:24][cH:23]4)[O:20][CH2:19]3)=[O:28])[CH2:35][CH2:34][CH2:33]2)[n:5][c:6]2[cH:7][c:8]([O:14][CH3:15])[c:9]([O:12][CH3:13])[cH:10][c:11]12. Yields the product Cl, COc1cc2nc(N3CCCN(C(=O)C4COc5ccccc5O4)CC3)nc(N)c2cc1OC. Starting materials: CCCCO, COc1cc2nc(Cl)nc(N)c2cc1OC, O=C(C1COc2ccccc2O1)N1CCCNCC1. The reactants are CCN=C=O, CN(C)c1ccncc1, ClCCl, CCCc1c(C(=O)NC2CC2)nnn1-c1ccc(N)cc1. Yields the product CCCc1c(C(=O)NC2CC2)nnn1-c1ccc(NC(=O)NCC)cc1. Reaction SMILES: [CH2:22]([CH3:23])[N:24]=[C:25]=[O:26].[CH3:27][N:28]([c:29]1[cH:30][cH:31][n:32][cH:33][cH:34]1)[CH3:35].[Cl:36][CH2:37][Cl:38].[NH2:1][c:2]1[cH:3][cH:4][c:5](-[n:8]2[n:9][n:10][c:11]([C:16](=[O:17])[NH:18][CH:19]3[CH2:20][CH2:21]3)[c:12]2[CH2:13][CH2:14][CH3:15])[cH:6][cH:7]1>>[NH:1]([c:2]1[cH:3][cH:4][c:5](-[n:8]2[n:9][n:10][c:11]([C:16](=[O:17])[NH:18][CH:19]3[CH2:20][CH2:21]3)[c:12]2[CH2:13][CH2:14][CH3:15])[cH:6][cH:7]1)[C:25]([NH:24][CH2:22][CH3:23])=[O:26]. Starting materials: COC(=O)C1CC(N(C2=C(C1=O)C=CC(=C2)Cl)C)=O (8-chloro-1-methyl-2,3,4,5-tetrahydro-1-benzazepine-2,5-dione-4-carboxylic acid methyl ester), NC=1SC=CN1 (2-aminothiazole). The solvent is C1(=CC=CC=C1)C (toluene). The product is ClC1=CC2=C(C(C(CC(N2C)=O)C(NC=2SC=CN2)=O)=O)C=C1 (8-chloro-1-methyl-4-(2-thiazolylcarbamoyl)-2,3,4,5-tetrahydro-1-benzazepine-2,5-dione). Reaction SMILES: CO[C:3]([CH:5]1[C:11](=[O:12])[C:10]2[CH:13]=[CH:14][C:15]([Cl:17])=[CH:16][C:9]=2[N:8]([CH3:18])[C:7](=[O:19])[CH2:6]1)=[O:4].[NH2:20][C:21]1[S:22][CH:23]=[CH:24][N:25]=1>C1(C)C=CC=CC=1>[Cl:17][C:15]1[CH:14]=[CH:13][C:10]2[C:11](=[O:12])[CH:5]([C:3](=[O:4])[NH:20][C:21]3[S:22][CH:23]=[CH:24][N:25]=3)[CH2:6][C:7](=[O:19])[N:8]([CH3:18])[C:9]=2[CH:16]=1. Reported procedure: The mixture of 23.0 g of 8-chloro-1-methyl-2,3,4,5-tetrahydro-1-benzazepine-2,5-dione-4-carboxylic acid methyl ester, 8.9 g of 2-aminothiazole and 360 ml of toluene is distilled for 20 hours so that after collecting 100 ml of toluene each, this amount is returned to the reaction mixture. It is finally concentrated to a volume of 150 ml, the resulting suspension cooled with ice, filtered and the residue recrystallized from chloroform-acetonitrile, to yield the 8-chloro-1-methyl-4-(2-thiazolylcarb... The reactants are NC1=C2N(C(C(=C1NC1=C(C=C(C=C1)I)F)C)=O)CCS2 (8-Amino-7-(2-fluoro-4-iodo-phenylamino)-6-methyl-2,3-dihydro-thiazolo[3,2-a]pyridin-5-one), C(C=C)C1(CC1)S(=O)(=O)Cl (1-allyl-cyclopropane sulfonyl chloride). Run in N1=CC=CC=C1 (pyridine). Product: FC1=C(C=CC(=C1)I)NC=1C(=C2N(C(C1C)=O)CCS2)NS(=O)(=O)C2(CC2)CC=C (1-Allyl-cyclopropanesulfonic acid [7-(2-fluoro-4-iodo-phenylamino)-6-methyl-5-oxo-2,3-dihydro-5H-thiazolo[3,2-a]pyridin-8-yl]-amide). Isolated yield 52.0%. RXN SMILES: [NH2:1][C:2]1[C:7]([NH:8][C:9]2[CH:14]=[CH:13][C:12]([I:15])=[CH:11][C:10]=2[F:16])=[C:6]([CH3:17])[C:5](=[O:18])[N:4]2[CH2:19][CH2:20][S:21][C:3]=12.[CH2:22]([C:25]1([S:28](Cl)(=[O:30])=[O:29])[CH2:27][CH2:26]1)[CH:23]=[CH2:24]>N1C=CC=CC=1>[F:16][C:10]1[CH:11]=[C:12]([I:15])[CH:13]=[CH:14][C:9]=1[NH:8][C:7]1[C:2]([NH:1][S:28]([C:25]2([CH2:22][CH:23]=[CH2:24])[CH2:27][CH2:26]2)(=[O:30])=[O:29])=[C:3]2[S:21][CH2:20][CH2:19][N:4]2[C:5](=[O:18])[C:6]=1[CH3:17]. Procedure: 8-Amino-7-(2-fluoro-4-iodo-phenylamino)-6-methyl-2,3-dihydro-thiazolo[3,2-a]pyridin-5-one (I-19f: 0.3 g, 0.719 mmol) in pyridine (3 mL) was reacted with 1-allyl-cyclopropane sulfonyl chloride (0.15 g, 0.863 mmol) to afford the crude product. Purification by column chromatography on silica gel (40% ethylacetate in hexane) afforded 0.21 g of the product (52% yield).